From a dataset of the Open Reaction Database (ORD), a public repository of structured organic reaction records. describe an organic reaction: reactants, conditions, products, and yield Starting materials: Nc1ncc(Cl)cc1Br, C=Cc1ccccn1. RXN SMILES: [Br:1][c:2]1[c:3]([NH2:9])[n:4][cH:5][c:6]([Cl:8])[cH:7]1.[CH:10](=[CH2:11])[c:12]1[n:13][cH:14][cH:15][cH:16][cH:17]1>>[c:2]1([CH:11]=[CH:10][c:12]2[n:13][cH:14][cH:15][cH:16][cH:17]2)[c:3]([NH2:9])[n:4][cH:5][c:6]([Cl:8])[cH:7]1. The product is Nc1ncc(Cl)cc1C=Cc1ccccn1. The reactants are aqueous solution, [OH-].[Na+] (sodium hydroxide), [Si](C)(C)(C(C)(C)C)OCC1=CC(=C(C=C1)C(CC(=O)OCC)CCCCC)OC (ethyl 3-(4-t-butyldimethylsilyloxymethyl-2-methoxyphenyl)octanoate). Run in C(C)O (ethanol). Product: OCC1=CC(=C(C=C1)C(CC(=O)O)CCCCC)OC (3-(4-Hydroxymethyl-2-methoxyphenyl)octanoic acid). RXN SMILES: [OH-].[Na+].[Si]([O:10][CH2:11][C:12]1[CH:17]=[CH:16][C:15]([CH:18]([CH2:25][CH2:26][CH2:27][CH2:28][CH3:29])[CH2:19][C:20]([O:22]CC)=[O:21])=[C:14]([O:30][CH3:31])[CH:13]=1)(C(C)(C)C)(C)C>C(O)C>[OH:10][CH2:11][C:12]1[CH:17]=[CH:16][C:15]([CH:18]([CH2:25][CH2:26][CH2:27][CH2:28][CH3:29])[CH2:19][C:20]([OH:22])=[O:21])=[C:14]([O:30][CH3:31])[CH:13]=1 |f:0.1|. Reported procedure: 80 ml of a 2N aqueous solution of sodium hydroxide were added to a solution of 32.64 g (77.2 mmol) of ethyl 3-(4-t-butyldimethylsilyloxymethyl-2-methoxyphenyl)octanoate [prepared as described in step (iv) above] in 80 ml of ethanol, and the resulting mixture was heated under reflux for 1 hour and 40 minutes. At the end of this time, the reaction mixture was freed from the solvent by distillation under reduced pressure, and the resulting residue was acidified with 2N aqueous hydrochloric acid and... Reactants: NN=CC1=CC=C(C(=O)NC=2C=CC3=C(CCC(O3)CC(=O)O)C2)C=C1 (rac-(6-(N-(4-(Aminoiminomethyl)benzoyl)amino)-3,4-dihydro-2H-1-benzopyran-2-yl)acetic Acid), CO (methanol), Cl (hydrogen chloride). Conditions: time 2 hour. Yields the product Cl.NN=CC1=CC=C(C(=O)NC=2C=CC3=C(CCC(O3)CC(=O)OC)C2)C=C1 (Methyl rac-(6-(N-(4-(Aminoiminomethyl)benzoyl)amino)-3,4-dihydro-2H-1-benzopyran-2-yl)acetate hydrochloride). As a reaction SMILES: [NH2:1][N:2]=[CH:3][C:4]1[CH:26]=[CH:25][C:7]([C:8]([NH:10][C:11]2[CH:12]=[CH:13][C:14]3[O:19][CH:18]([CH2:20][C:21]([OH:23])=[O:22])[CH2:17][CH2:16][C:15]=3[CH:24]=2)=[O:9])=[CH:6][CH:5]=1.[ClH:27].[CH3:28]O>>[ClH:27].[NH2:1][N:2]=[CH:3][C:4]1[CH:26]=[CH:25][C:7]([C:8]([NH:10][C:11]2[CH:12]=[CH:13][C:14]3[O:19][CH:18]([CH2:20][C:21]([O:23][CH3:28])=[O:22])[CH2:17][CH2:16][C:15]=3[CH:24]=2)=[O:9])=[CH:6][CH:5]=1 |f:3.4|. Procedure: A suspension of 0.35 g (1.0 mmol) of the acid from Example 48 in 20 ml methanol was cooled to 0° C. and saturated with gaseous hydrogen chloride. After 2 hours stirring it was concentrated under reduced pressure, and the remaining compound (343) was recrystallized from methanol/ether. Yield: 0.29 g (72%) of yellow crystals, m.p. 235-237° C. Starting materials: Fc1cc(F)cc(Br)c1, COCc1csc(NC(=O)c2nc(C)ccc2N)n1. The product is COCc1csc(NC(=O)c2nc(C)ccc2Nc2cc(F)cc(F)c2)n1. RXN SMILES: [Br:20][c:21]1[cH:22][c:23]([F:28])[cH:24][c:25]([F:27])[cH:26]1.[CH3:1][O:2][CH2:3][c:4]1[n:5][c:6]([NH:9][C:10](=[O:11])[c:12]2[n:13][c:14]([CH3:19])[cH:15][cH:16][c:17]2[NH2:18])[s:7][cH:8]1>>[CH3:1][O:2][CH2:3][c:4]1[n:5][c:6]([NH:9][C:10](=[O:11])[c:12]2[n:13][c:14]([CH3:19])[cH:15][cH:16][c:17]2[NH:18][c:21]2[cH:22][c:23]([F:28])[cH:24][c:25]([F:27])[cH:26]2)[s:7][cH:8]1. Reactants: COC(=O)C=1C=C(C=C2C1CC(O2)C)OC2=CC=C(C=C2)S(=O)(=O)C (6-(4-methanesulfonyl-phenoxy)-2-methyl-2,3-dihydro-benzofuran-4-carboxylic acid methyl ester), C(C)(C)(C)OC(=O)C1=CC2=C(CC(O2)(C)CO)C(=C1)O (4-hydroxy-2-hydroxymethyl-2-methyl-2,3-dihydro-benzofuran-6-carboxylic acid tert-butyl ester), FC1=CC=C(C=C1)CS(=O)(=O)CC1=CC=C(C=C1)F (4-fluorophenyl methylsulfone). Product: C(C)(C)(C)OC(=O)C1=CC2=C(CC(O2)(C)CO)C(=C1)OC1=CC=C(C=C1)S(=O)(=O)C (2-Hydroxymethyl-4-(4-methanesulfonyl-phenoxy)-2-methyl-2,3-dihydro-benzofuran-6-carboxylic acid tert-butyl ester). As a reaction SMILES: COC(C1C=C(O[C:16]2[CH:21]=[CH:20][C:19]([S:22]([CH3:25])(=[O:24])=[O:23])=[CH:18][CH:17]=2)C=C2OC(C)CC=12)=O.[C:26]([O:30][C:31]([C:33]1[CH:44]=[C:43]([OH:45])[C:36]2[CH2:37][C:38]([CH2:41][OH:42])([CH3:40])[O:39][C:35]=2[CH:34]=1)=[O:32])([CH3:29])([CH3:28])[CH3:27].FC1C=CC(CS(CC2C=CC(F)=CC=2)(=O)=O)=CC=1>>[C:26]([O:30][C:31]([C:33]1[CH:44]=[C:43]([O:45][C:16]2[CH:21]=[CH:20][C:19]([S:22]([CH3:25])(=[O:24])=[O:23])=[CH:18][CH:17]=2)[C:36]2[CH2:37][C:38]([CH2:41][OH:42])([CH3:40])[O:39][C:35]=2[CH:34]=1)=[O:32])([CH3:27])([CH3:28])[CH3:29]. Procedure details: The title compound was prepared in a similar manner as described for Intermediate 1f, from 4-hydroxy-2-hydroxymethyl-2-methyl-2,3-dihydro-benzofuran-6-carboxylic acid tert-butyl ester (227c) and 4-fluorophenyl methylsulfone. 1H NMR (400 MHz, CDCl3) δ 7.89-7.94 (m, 2 H) 7.26-7.27 (m, 1 H) 7.22 (d, J=1.26 Hz, 1 H) 7.02-7.11 (m, 2 H) 3.69-3.76 (m, 1 H) 3.60 (dd, J=11.87, 7.58 Hz, 1 H) 3.16 (d, J=16.42 Hz, 1 H) 3.07 (s, 3 H) 2.78 (d, J=16.67 Hz, 1 H) 1.86 (dd, J=7.58, 5.81 Hz, 1 H) 1.57 (s, 9 H) 1.4... Reactants: CCOC(=O)CC(=O)COCc1ccccc1, CCO. The product is CCOC(=O)CC(O)COCc1ccccc1. As a reaction SMILES: [CH2:1]([c:2]1[cH:3][cH:4][cH:5][cH:6][cH:7]1)[O:8][CH2:9][C:10]([CH2:11][C:12](=[O:13])[O:14][CH2:15][CH3:16])=[O:17].[CH3:18][CH2:19][OH:20]>>[CH2:1]([c:2]1[cH:3][cH:4][cH:5][cH:6][cH:7]1)[O:8][CH2:9][CH:10]([CH2:11][C:12](=[O:13])[O:14][CH2:15][CH3:16])[OH:17]. Starting materials: CON(C)C(=O)C1CCN(C(=O)OC(C)(C)C)C1, [Li]CCCC, C1CCOC1, CCOP(C)(=O)OCC, O. Yields the product CCOP(=O)(CC(=O)C1CCN(C(=O)OC(C)(C)C)C1)OCC. Reaction SMILES: [C:15]([CH3:16])([CH3:17])([CH3:18])[O:19][C:20](=[O:21])[N:22]1[CH2:23][CH:24]([C:27]([N:28]([O:29][CH3:30])[CH3:31])=[O:32])[CH2:25][CH2:26]1.[CH2:1]([Li:2])[CH2:3][CH2:4][CH3:5].[CH2:34]1[O:35][CH2:36][CH2:37][CH2:38]1.[CH3:6][P:7]([O:8][CH2:9][CH3:10])([O:11][CH2:12][CH3:13])=[O:14].[OH2:33]>>[CH2:6]([P:7]([O:8][CH2:9][CH3:10])([O:11][CH2:12][CH3:13])=[O:14])[C:27]([CH:24]1[CH2:23][N:22]([C:20]([O:19][C:15]([CH3:16])([CH3:17])[CH3:18])=[O:21])[CH2:26][CH2:25]1)=[O:32]. The reactants are N1=C2C(=NS1)C(=CC=C2)S(=O)(=O)NC2=C(C(=O)N[C@@H](C(=O)O)CC1=CC=C(C=C1)Cl)C=C(C(=C2)Cl)Cl ((R)-2-[2-(Benzo[1,2,5]thiadiazole-4-sulfonylamino)-4,5-dichloro-benzoylamino]-3-(4-chloro-phenyl)-propionic acid), C(C)(C)(C)OC(=O)N[C@@H](C(=O)O)CC1=CC=C(C=C1)Cl ((R)-2-(tert-Butoxycarbonylamino)-3-(4-chloro-phenyl)-propionic acid). Yields the product Cl.COC([C@@H](CC1=CC=C(C=C1)Cl)N)=O ((R)-2-amino-3-(4-chloro-phenyl)-propionic acid methyl ester hydrochloride). RXN SMILES: N1SN=C2C(S(NC3C=C(Cl)C(Cl)=CC=3C(N[C@H](CC3C=CC([Cl:30])=CC=3)C(O)=O)=O)(=O)=O)=CC=C[C:2]=12.C(OC([NH:44][C@H:45]([CH2:49][C:50]1[CH:55]=[CH:54][C:53]([Cl:56])=[CH:52][CH:51]=1)[C:46]([OH:48])=[O:47])=O)(C)(C)C>>[ClH:30].[CH3:2][O:48][C:46](=[O:47])[C@H:45]([NH2:44])[CH2:49][C:50]1[CH:55]=[CH:54][C:53]([Cl:56])=[CH:52][CH:51]=1 |f:2.3|. Procedure: (R)-2-[2-(Benzo[1,2,5]thiadiazole-4-sulfonylamino)-4,5-dichloro-benzoylamino]-3-(4-chloro-phenyl)-propionic acid. (R)-2-(tert-Butoxycarbonylamino)-3-(4-chloro-phenyl)-propionic acid was treated as in EXAMPLE 2, Part A, to produce (R)-2-amino-3-(4-chloro-phenyl)-propionic acid methyl ester hydrochloride as a white solid. This salt was then coupled with 2-(benzo[1,2,5]thiadiazole-4-sulfonylamino)-4,5-dichloro-benzoic acid as in EXAMPLE 1, Part C. The resulting methyl ester was hydrolyzed as in EXA... Yield: 51.0%. Reported procedure: A solution of 9.73 g of 5'-methoxy-2',3'-dihydro-spiro[cyclo-pentane-1,1'-[1H]indene]-3'-one, 9.3 ml of 3-buten-2-ol and 100 mg of p-toluenesulfonic acid in 100 ml of 2,2-dimethoxy-propane was boiled under reflux for 90 hours on a water separator filled with molecular sieve (0.4 nm, 2 mm pearl shaped). The reaction mixture was subsequently concentrated in a vacuum and purified by column chromatography on silica gel (hexane/ethyl acetate 7:1). In addition to 4.0 g of educt, there were obtained 6.... The solvent is COC(C)(C)OC (2,2-dimethoxy-propane). Starting materials: COC=1C=C2C(CC3(C2=CC1)CCCC3)=O (5'-methoxy-2',3'-dihydro-spiro[cyclo-pentane-1,1'-[1H]indene]-3'-one), O (water), CC(C=C)O (3-buten-2-ol), C1(=CC=C(C=C1)S(=O)(=O)O)C (p-toluenesulfonic acid). Product: C(C=CC)C1C2(C3=CC=C(C=C3C1=O)OC)CCCC2 ((RS)-2'-(2-buten-1-yl)-5'-methoxy-2',3'-dihydro-spiro[cyclopentane-1,1'-[1H]indene]-3'-one). As a reaction SMILES: [CH3:1][O:2][C:3]1[CH:4]=[C:5]2[C:9](=[CH:10][CH:11]=1)[C:8]1([CH2:15][CH2:14][CH2:13][CH2:12]1)[CH2:7][C:6]2=[O:16].[CH3:17][CH:18](O)[CH:19]=[CH2:20].C1(C)C=CC(S(O)(=O)=O)=CC=1.O>COC(OC)(C)C>[CH2:17]([CH:7]1[C:6](=[O:16])[C:5]2[C:9](=[CH:10][CH:11]=[C:3]([O:2][CH3:1])[CH:4]=2)[C:8]21[CH2:15][CH2:14][CH2:13][CH2:12]2)[CH:18]=[CH:19][CH3:20]. Reactants: C1(=CC=CC=C1)C(N1C(C(C2=CC=CC=C12)C1=CC2=C(OCCCO2)C=C1O)=O)C1=CC=CC=C1 (1-(diphenylmethyl)-3-(8-hydroxy-3,4-dihydro-2H-1,5-benzo-dioxepin-7-yl)-1,3-dihydro-2H-indol-2-one), C1(=CC=CC=C1)C(N1C(C(C2=CC=CC=C12)C1=C(C=C(C(=C1)C)OC)O)=O)C1=CC=CC=C1 (1-(diphenylmethyl)-3-(2-hydroxy-4-methoxy-5-methylphenyl)-1,3-dihydro-2H-indol-2-one). Product: C1(=CC=CC=C1)C(N1C(C2(C3=CC=CC=C13)COC=1C2=CC2=C(OCCCO2)C1)=O)C1=CC=CC=C1 (1′-(diphenylmethyl)-3,4-dihydro-2H-spiro[furo[2,3-h][1,5]benzodioxepine-9,3′-indol]-2′(1′H)-one). Reaction SMILES: [C:1]1([CH:7]([C:30]2[CH:35]=[CH:34][CH:33]=[CH:32][CH:31]=2)[N:8]2[C:16]3[C:11](=[CH:12][CH:13]=[CH:14][CH:15]=3)[CH:10]([C:17]3[C:27]([OH:28])=[CH:26][C:20]4[O:21][CH2:22][CH2:23][CH2:24][O:25][C:19]=4[CH:18]=3)[C:9]2=[O:29])[CH:6]=[CH:5][CH:4]=[CH:3][CH:2]=1.[C:36]1(C(C2C=CC=CC=2)N2C3C(=CC=CC=3)C(C3C=C(C)C(OC)=CC=3O)C2=O)C=CC=CC=1>>[C:30]1([CH:7]([C:1]2[CH:2]=[CH:3][CH:4]=[CH:5][CH:6]=2)[N:8]2[C:16]3[C:11](=[CH:12][CH:13]=[CH:14][CH:15]=3)[C:10]3([C:17]4=[CH:18][C:19]5[O:25][CH2:24][CH2:23][CH2:22][O:21][C:20]=5[CH:26]=[C:27]4[O:28][CH2:36]3)[C:9]2=[O:29])[CH:31]=[CH:32][CH:33]=[CH:34][CH:35]=1. Procedure details: Following the procedure as described in EXAMPLE 2 and making non-critical variations using 1-(diphenylmethyl)-3-(8-hydroxy-3,4-dihydro-2H-1,5-benzo-dioxepin-7-yl)-1,3-dihydro-2H-indol-2-one to replace 1-(diphenylmethyl)-3-(2-hydroxy-4-methoxy-5-methylphenyl)-1,3-dihydro-2H-indol-2-one, 1′-(diphenylmethyl)-3,4-dihydro-2H-spiro[furo[2,3-h][1,5]benzodioxepine-9,3′-indol]-2′(1′H)-one was obtained (75%) as a pale pink solid: mp 165-168° C. (ethyl acetate/methanol); 1H NMR (300 MHz, CDCl3) δ7.42-7.28 ...